This data is from the Open Reaction Database (ORD), a public repository of structured organic reaction records. The task is: describe an organic reaction: reactants, conditions, products, and yield The reactants are O=S(Cl)Cl (SOCl2), OCCCC1=CC=C(C=C1)C(CCCC1CCCCC1)C (4-[p-(3-hydroxypropyl)phenyl]pentylcyclohexane). The reagents and catalysts are N1=CC=CC=C1 (pyridine). The solvent is C1=CC=CC=C1 (benzene). The product is ClCCCC1=CC=C(C=C1)C(CCCC1CCCCC1)C (4-[p-(3-chloropropyl)phenyl]pentylcyclohexane). As a reaction SMILES: O=S(Cl)[Cl:3].O[CH2:6][CH2:7][CH2:8][C:9]1[CH:14]=[CH:13][C:12]([CH:15]([CH3:25])[CH2:16][CH2:17][CH2:18][CH:19]2[CH2:24][CH2:23][CH2:22][CH2:21][CH2:20]2)=[CH:11][CH:10]=1>N1C=CC=CC=1.C1C=CC=CC=1>[Cl:3][CH2:6][CH2:7][CH2:8][C:9]1[CH:14]=[CH:13][C:12]([CH:15]([CH3:25])[CH2:16][CH2:17][CH2:18][CH:19]2[CH2:24][CH2:23][CH2:22][CH2:21][CH2:20]2)=[CH:11][CH:10]=1. Procedure: Next, 0.82 g of Li[AlH4 ] was added to 50 ml of dried (C2H5)2O, and the resulting mixture was stirred. Thereto was gradually added 5 g of 4-[p-(2-hydroxycarbonylethyl)phenyl]pentylcyclohexane. Thereafter the thus obtained mixture was stirred for 5 hours, and filtered. The (C2H5)2O was distilled off from the filtrate, and the residue was recrystallized from n--C6H14 to obtain 4-[p-(3-hydroxypropyl)phenyl]pentylcyclohexane. The melting point of this compound was 70.7° to 72.5° C. To a mixture of 3... The reactants are 4-[, C1(=CC=CC=C1)CC1N(CCNC1)C1=CC=C(C=C1)N (4-(phenylmethyl-1-piperazinyl]benzenamine), CS(=O)(=O)OS(=O)(=O)C (methanesulfonic anhydride), C(C)#N (acetonitrile), C(C)#N (acetonitrile). Conditions: time 5 hour. Product: C1(=CC=CC=C1)CN1CCN(CC1)C1=CC=C(C=C1)NS(=O)(=O)C (N-[4-[4-(Phenylmethyl)piperazin-1-yl]phenyl]methanesulfonamide). RXN SMILES: C1(C[CH:8]2[CH2:13][NH:12][CH2:11][CH2:10][N:9]2[C:14]2[CH:19]=[CH:18][C:17]([NH2:20])=[CH:16][CH:15]=2)C=CC=CC=1.[CH3:21][S:22]([O:25]S(C)(=O)=O)(=O)=[O:23].[C:30](#N)[CH3:31]>>[C:30]1([CH2:31][N:12]2[CH2:13][CH2:8][N:9]([C:14]3[CH:15]=[CH:16][C:17]([NH:20][S:22]([CH3:21])(=[O:25])=[O:23])=[CH:18][CH:19]=3)[CH2:10][CH2:11]2)[CH:18]=[CH:19][CH:14]=[CH:15][CH:16]=1. Reported procedure: To a chilled solution of 9150 g (35.5 mmol) of 4-[4-(phenylmethyl-1-piperazinyl]benzenamine in 100 mL of acetonitrile, add 6.49 g (37 mmol) of methanesulfonic anhydride in 50 mL of acetonitrile. Allow the reation mixture to stir at room temperature for 5 h. After this time, filter the resulting precipitate, add 100 mL of saturated aqueous sodium bicarbonate solution and extract this solution with 2×100 mL of methylene chloride. Wash the combined methylene chloride layers with 100 mL of saturated... The reactants are C(C)OC(C(CC1=CC(=NC=C1)N)CSC(C)=O)=O (2-Acetylsulfanylmethyl-3-(2-amino-pyridin4-yl)-propionic acid ethyl ester). Run in Cl (HCl). Product: NC1=NC=CC(=C1)CC(C(=O)O)CS (2-(2-Amino-pyridin4-ylmethyl)-3-mercapto-propionic acid), hydrochloride salt. Yield: 100.0%. As a reaction SMILES: C([O:3][C:4](=[O:19])[CH:5]([CH2:14][S:15]C(=O)C)[CH2:6][C:7]1[CH:12]=[CH:11][N:10]=[C:9]([NH2:13])[CH:8]=1)C>Cl>[NH2:13][C:9]1[CH:8]=[C:7]([CH2:6][CH:5]([CH2:14][SH:15])[C:4]([OH:19])=[O:3])[CH:12]=[CH:11][N:10]=1. Procedure: 2-Acetylsulfanylmethyl-3-(2-amino-pyridin4-yl)-propionic acid ethyl ester (52 mg, 0.13 mmol) was dissolved in conc. HCl (2 mL) under argon. The solution was heated to reflux for 1 h. Concentration under reduced pressure gave the title compound as the hydrochloride salt (32 mg, 100%). Reactants: Cl, NO, O=C1CCCc2ccncc21, c1ccncc1. Yields the product ON=C1CCCc2ccncc21. RXN SMILES: [ClH:12].[NH2:13][OH:14].[O:1]=[C:2]1[CH2:3][CH2:4][CH2:5][c:6]2[cH:7][cH:8][n:9][cH:10][c:11]21.[cH:15]1[cH:16][cH:17][n:18][cH:19][cH:20]1>>[C:2]1(=[N:13][OH:14])[CH2:3][CH2:4][CH2:5][c:6]2[cH:7][cH:8][n:9][cH:10][c:11]21.